This data is from the Open Reaction Database (ORD), a public repository of structured organic reaction records. The task is: describe an organic reaction: reactants, conditions, products, and yield Reactants: FC1=CC(=C(CC2CCC=3NC(=CC32)C(=O)OC)C=C1)C (methyl 4-(4-fluoro-2-methylbenzyl)-1,4,5,6-tetrahydrocyclopenta[b]pyrrole-2-carboxylate), [OH-].[Li+] (lithium hydroxide). Solvent: CO (Methanol). Product: FC1=CC(=C(CC2CCC=3NC(=CC32)C(=O)O)C=C1)C (4-(4-fluoro-2-methylbenzyl)-1,4,5,6-tetrahydrocyclopenta[b]pyrrole-2-carboxylic acid). As a reaction SMILES: [F:1][C:2]1[CH:20]=[CH:19][C:5]([CH2:6][CH:7]2[C:14]3[CH:13]=[C:12]([C:15]([O:17]C)=[O:16])[NH:11][C:10]=3[CH2:9][CH2:8]2)=[C:4]([CH3:21])[CH:3]=1.[OH-].[Li+]>CO>[F:1][C:2]1[CH:20]=[CH:19][C:5]([CH2:6][CH:7]2[C:14]3[CH:13]=[C:12]([C:15]([OH:17])=[O:16])[NH:11][C:10]=3[CH2:9][CH2:8]2)=[C:4]([CH3:21])[CH:3]=1 |f:1.2|. Procedure: The title compound was synthesized from methyl 4-(4-fluoro-2-methylbenzyl)-1,4,5,6-tetrahydrocyclopenta[b]pyrrole-2-carboxylate and lithium hydroxide (0.92 mL, 44.2 mg, 1.85 mmol, 5.6 equiv) according to General Procedure 7. Methanol (5 mL) was used to solubilize the starting material. The resulting product was purified by silica-gel chromatography, eluting with a gradient of 0-40% EtOAc/heptane to afford to title compound. 44.9 mg. 1H NMR (400 MHz, ACETONITRILE-d3) δ ppm 2.02-2.13 (m, J=12.81, ... The reactants are Cl.Cl.C(C)SC(C1=CC(=CC=C1)CN(CCCCCCCCCCCCCCCC)CCCCCCCCCCCCCCCC)=N (Ethyl-m-[N,N-di(n-hexadecyl)aminomethyl]-thiobenzimidate dihydrochloride), Cl.FC(CN)(F)F (2,2,2-trifluoroethylamine hydrochloride), C(C)(=O)[O-].[Na+] (sodium acetate), C(C)(=O)O (acetic acid). Run in C(Cl)(Cl)Cl (chloroform). Run at time 12 hour. The product is C(CCCCCCCCCCCCCCC)N(CCCCCCCCCCCCCCCC)CC=1C=C(C(=N)NCC(F)(F)F)C=CC1 (m-[N,N-Di(n-hexadecyl)aminomethyl]-N-(2,2,2-trifluoroethyl)-benzamidine). The yield is 86.0%. As a reaction SMILES: Cl.Cl.C(S[C:6](=[NH:47])[C:7]1[CH:12]=[CH:11][CH:10]=[C:9]([CH2:13][N:14]([CH2:31][CH2:32][CH2:33][CH2:34][CH2:35][CH2:36][CH2:37][CH2:38][CH2:39][CH2:40][CH2:41][CH2:42][CH2:43][CH2:44][CH2:45][CH3:46])[CH2:15][CH2:16][CH2:17][CH2:18][CH2:19][CH2:20][CH2:21][CH2:22][CH2:23][CH2:24][CH2:25][CH2:26][CH2:27][CH2:28][CH2:29][CH3:30])[CH:8]=1)C.Cl.[F:49][C:50]([F:54])([F:53])[CH2:51][NH2:52].C([O-])(=O)C.[Na+].C(O)(=O)C>C(Cl)(Cl)Cl>[CH2:15]([N:14]([CH2:13][C:9]1[CH:8]=[C:7]([CH:12]=[CH:11][CH:10]=1)[C:6]([NH:52][CH2:51][C:50]([F:54])([F:53])[F:49])=[NH:47])[CH2:31][CH2:32][CH2:33][CH2:34][CH2:35][CH2:36][CH2:37][CH2:38][CH2:39][CH2:40][CH2:41][CH2:42][CH2:43][CH2:44][CH2:45][CH3:46])[CH2:16][CH2:17][CH2:18][CH2:19][CH2:20][CH2:21][CH2:22][CH2:23][CH2:24][CH2:25][CH2:26][CH2:27][CH2:28][CH2:29][CH3:30] |f:0.1.2,3.4,5.6|. Procedure details: Ethyl-m-[N,N-di(n-hexadecyl)aminomethyl]-thiobenzimidate dihydrochloride (1.074 g., 1.5 mmoles) was added to a slurry of 2,2,2-trifluoroethylamine hydrochloride (406 mg., 3.0 mmoles) and anhydrous sodium acetate (246 mg., 3.0 mmoles) in chloroform (10 ml.) and glacial acetic acid (0.3 ml., 5.3 mmoles). The mixture was held for 12 hours at room temperature. It was then diluted to 300 ml. with chloroform, washed with saturated aqueous sodium bicarbonate solution (2 × 50 ml.), washed with saturated... Reactants: C1CCOC1, CS(=O)[O-], CCOC(C)=O, Clc1cccnc1-n1ncc2c(Cl)ncnc21, [H-], [Na+], [Na+], COCCC(O)C(=O)Nc1ccc(C)cn1. Yields the product COCCC(Oc1ncnc2c1cnn2-c1ncccc1Cl)C(=O)Nc1ccc(C)cn1. As a reaction SMILES: [CH2:41]1[O:42][CH2:43][CH2:44][CH2:45]1.[CH3:18][S:19]([O-:20])=[O:21].[CH3:46][CH2:47][O:48][C:49]([CH3:50])=[O:51].[Cl:1][c:2]1[c:3]2[c:4]([n:5][cH:6][n:7]1)[n:8](-[c:11]1[n:12][cH:13][cH:14][cH:15][c:16]1[Cl:17])[n:9][cH:10]2.[H-:23].[Na+:22].[Na+:24].[OH:25][CH:26]([C:27](=[O:28])[NH:29][c:30]1[n:31][cH:32][c:33]([CH3:36])[cH:34][cH:35]1)[CH2:37][CH2:38][O:39][CH3:40]>>[c:2]1([O:25][CH:26]([C:27](=[O:28])[NH:29][c:30]2[n:31][cH:32][c:33]([CH3:36])[cH:34][cH:35]2)[CH2:37][CH2:38][O:39][CH3:40])[c:3]2[c:4]([n:5][cH:6][n:7]1)[n:8](-[c:11]1[n:12][cH:13][cH:14][cH:15][c:16]1[Cl:17])[n:9][cH:10]2.